Dataset: the Open Reaction Database (ORD), a public repository of structured organic reaction records. Task: describe an organic reaction: reactants, conditions, products, and yield Starting materials: [Li]CCCC, C1CCOC1, FC(F)(F)Oc1cc(Br)ccc1I, CN(C)C=O. The product is O=Cc1ccc(Br)cc1OC(F)(F)F. As a reaction SMILES: [CH2:14]([Li:15])[CH2:16][CH2:17][CH3:18].[CH2:24]1[O:25][CH2:26][CH2:27][CH2:28]1.[F:1][C:2]([F:3])([F:4])[O:5][c:6]1[c:7]([I:13])[cH:8][cH:9][c:10]([Br:12])[cH:11]1.[O:19]=[CH:20][N:21]([CH3:22])[CH3:23]>>[F:1][C:2]([F:3])([F:4])[O:5][c:6]1[c:7]([CH:20]=[O:19])[cH:8][cH:9][c:10]([Br:12])[cH:11]1.